From a dataset of the Open Reaction Database (ORD), a public repository of structured organic reaction records. describe an organic reaction: reactants, conditions, products, and yield Yields the product C(C1=CC=CC=C1)(=O)C1=CC=C(C=C1)NC(COCCCl)=O (N-(4-benzoylphenyl)-2-(2-chloroethoxy)acetamide). As a reaction SMILES: [NH2:1][C:2]1[CH:15]=[CH:14][C:5]([C:6]([C:8]2[CH:13]=[CH:12][CH:11]=[CH:10][CH:9]=2)=[O:7])=[CH:4][CH:3]=1.[Cl:16][C:17]1(Cl)[CH2:22][O:21][CH2:20][CH2:19][O:18]1>>[C:6]([C:5]1[CH:4]=[CH:3][C:2]([NH:1][C:19](=[O:18])[CH2:20][O:21][CH2:22][CH2:17][Cl:16])=[CH:15][CH:14]=1)(=[O:7])[C:8]1[CH:13]=[CH:12][CH:11]=[CH:10][CH:9]=1. Reaction conditions: temperature 80 celsius, time 24 hour. Procedure details: A mixture of 1.60 g (8.12 mmol) of 4-aminobenzophenone and 1.11 g of 2-chlorodioxene (contains 6% of 2,2-dichlorodioxane) is heated at 80° C. with stirring for 24 hours, giving 2.6 g of N-(4-benzoylphenyl)-2-(2-chloroethoxy)acetamide as brown oil. ESI 318. The reactants are NC1=CC=C(C(=O)C2=CC=CC=C2)C=C1 (4-aminobenzophenone), ClC1(OCCOC1)Cl (2,2-dichlorodioxane). The reagents and catalysts are O.O.O.O.O.O.[Ni](Cl)Cl (nickel chloride hexahydrate). Isolated yield 9.1%. Product: C1(=CC=CC=C1)[C@H](C)NC(C=1C=C(C=CC1)N)C=1SC=CC1 (3-{[(S)-1-phenylethylamino]-2-thienylmethyl}phenylamine). Reaction SMILES: [N+:1]([C:4]1[CH:5]=[C:6]([CH:10]([C:20]2[S:21][CH:22]=[CH:23][CH:24]=2)[NH:11][C@H:12]([C:14]2[CH:19]=[CH:18][CH:17]=[CH:16][CH:15]=2)[CH3:13])[CH:7]=[CH:8][CH:9]=1)([O-])=O.[BH4-].[Na+]>O.O.O.O.O.O.[Ni](Cl)Cl>[C:14]1([C@@H:12]([NH:11][CH:10]([C:20]2[S:21][CH:22]=[CH:23][CH:24]=2)[C:6]2[CH:5]=[C:4]([NH2:1])[CH:9]=[CH:8][CH:7]=2)[CH3:13])[CH:15]=[CH:16][CH:17]=[CH:18][CH:19]=1 |f:1.2,3.4.5.6.7.8.9|. Procedure details: In a similar manner to that described in Example (15b), N-[(3-nitrophenyl)-2-thienylmethyl]-N-[(S)-1-phenylethyl]amine (4.56 g) [prepared as described in step (a) above], nickel chloride hexahydrate (6.42 g) and sodium borohydride (2.04 g) were reacted and purified, to afford isomer A of the title compound (936 mg) as a pale yellow oil and isomer B of the title compound (380 mg) as a pale yellow oil. Reactants: [N+](=O)([O-])C=1C=C(C=CC1)C(N[C@@H](C)C1=CC=CC=C1)C=1SC=CC1 (N-[(3-nitrophenyl)-2-thienylmethyl]-N-[(S)-1-phenylethyl]amine), [BH4-].[Na+] (sodium borohydride). The reactants are ClC1=NC(=NC(=N1)NC(C)(C(C)(C)C)C)NC(C)(C(C)(C)C)C (2-chloro-4,6-di(2,3,3-trimethyl-2-butyl)amino-s-triazine), CC(C)(C(C)(C)C)N (2,3,3-trimethyl-2-butylamine). Conditions: temperature 185 celsius. Yields the product CC(C(C)(C)C)(C)NC1=NC(=NC(=N1)NC(C(C)(C)C)(C)C)NC(C(C)(C)C)(C)C (2,4,6-tris(1,1,2,2-tetramethylpropylamino)-s-triazine). RXN SMILES: Cl[C:2]1[N:7]=[C:6]([NH:8][C:9]([CH3:15])([C:11]([CH3:14])([CH3:13])[CH3:12])[CH3:10])[N:5]=[C:4]([NH:16][C:17]([CH3:23])([C:19]([CH3:22])([CH3:21])[CH3:20])[CH3:18])[N:3]=1.[CH3:24][C:25]([NH2:31])([C:27]([CH3:30])([CH3:29])[CH3:28])[CH3:26]>>[CH3:24][C:25]([NH:31][C:2]1[N:7]=[C:6]([NH:8][C:9]([CH3:10])([CH3:15])[C:11]([CH3:13])([CH3:14])[CH3:12])[N:5]=[C:4]([NH:16][C:17]([CH3:23])([CH3:18])[C:19]([CH3:22])([CH3:20])[CH3:21])[N:3]=1)([CH3:26])[C:27]([CH3:30])([CH3:29])[CH3:28]. Procedure: 3.3 g. (9.6 mmole) of 2-chloro-4,6-di(2,3,3-trimethyl-2-butyl)amino-s-triazine and 3.3 g. (30 mmoles) of 2,3,3-trimethyl-2-butylamine are heated at reflux (oil bath 185° C.) for 21 hours. Thin layer chromatography of a sample of the reaction mixture indicates a mixture of starting material and product in a ratio of 3:7. Heating is terminated and the reaction mixture is treated with excess aqueous NaOH. Filtration affords a 4.9 g. of crude beige product. This is digested with 15 ml. of hot aceton... Reactants: C(=NC1CCCCC1)=NC1CCCCC1, O=C(O)CCC(=O)O, OCc1ccccc1. Product: O=C(O)CC(Cc1ccccc1)C(=O)O. Reaction SMILES: [CH:17]1([N:18]=[C:19]=[N:20][CH:21]2[CH2:22][CH2:23][CH2:24][CH2:25][CH2:26]2)[CH2:27][CH2:28][CH2:29][CH2:30][CH2:31]1.[OH:1][C:2](=[O:3])[CH2:4][CH2:5][C:6]([OH:7])=[O:8].[OH:9][CH2:10][c:11]1[cH:12][cH:13][cH:14][cH:15][cH:16]1>>[OH:1][C:2](=[O:3])[CH:4]([CH2:5][C:6]([OH:7])=[O:8])[CH2:10][c:11]1[cH:12][cH:13][cH:14][cH:15][cH:16]1. The reactants are CC1=CC(=C(C(=O)OC)C=C1)C1=CC=CC=C1 (methyl 4-methyl-2-phenylbenzoate), BrN1C(CCC1=O)=O (N-bromosuccinimide), N(=NC(C#N)(C)C)C(C#N)(C)C (2,2′-azobis(2′-methylpropionitrile)), C(C1=CC=CC=C1)(=O)OOC(C1=CC=CC=C1)=O (benzoylperoxide). Solvent: C(Cl)(Cl)(Cl)Cl (CCl4). The product is BrCC1=CC(=C(C(=O)OC)C=C1)C1=CC=CC=C1 (methyl 4-bromomethyl-2-phenylbenzoate). RXN SMILES: [CH3:1][C:2]1[CH:11]=[CH:10][C:5]([C:6]([O:8][CH3:9])=[O:7])=[C:4]([C:12]2[CH:17]=[CH:16][CH:15]=[CH:14][CH:13]=2)[CH:3]=1.[Br:18]N1C(=O)CCC1=O.N(C(C)(C)C#N)=NC(C)(C)C#N.C(OOC(=O)C1C=CC=CC=1)(=O)C1C=CC=CC=1>C(Cl)(Cl)(Cl)Cl>[Br:18][CH2:1][C:2]1[CH:11]=[CH:10][C:5]([C:6]([O:8][CH3:9])=[O:7])=[C:4]([C:12]2[CH:17]=[CH:16][CH:15]=[CH:14][CH:13]=2)[CH:3]=1. Procedure details: A solution of product from step C, (9.5 g; 42 mmol), N-bromosuccinimide (NBS) (8.22 g; 46.2 mmol), 2,2′-azobis(2′-methylpropionitrile) (25 mg; 0.15 mmol) and benzoylperoxide (25 mg; 0.1 mmol) in CCl4 (100 ml) was heated at reflux for 5 hours. The solid was filtered and the filtrate evaporated to give methyl 4-bromomethyl-2-phenylbenzoate as an oil (9.43 g; 74%) which was used in the next step without further purification.